This data is from the Open Reaction Database (ORD), a public repository of structured organic reaction records. The task is: describe an organic reaction: reactants, conditions, products, and yield Reactants: O=C([O-])O, CCO, O=[N+]([O-])c1ccc(Oc2cc(Cl)ccc2Cl)c(F)c1, [Na+], Cl[Sn](Cl)(Cl)Cl. Product: Nc1ccc(Oc2cc(Cl)ccc2Cl)c(F)c1. Reaction SMILES: [C:25](=[O:26])([OH:27])[O-:28].[CH3:30][CH2:31][OH:32].[Cl:1][c:2]1[c:3]([O:4][c:5]2[c:6]([F:14])[cH:7][c:8]([N+:11]([O-:12])=[O:13])[cH:9][cH:10]2)[cH:15][c:16]([Cl:19])[cH:17][cH:18]1.[Na+:29].[Sn:20]([Cl:21])([Cl:22])([Cl:23])[Cl:24]>>[Cl:1][c:2]1[c:3]([O:4][c:5]2[c:6]([F:14])[cH:7][c:8]([NH2:11])[cH:9][cH:10]2)[cH:15][c:16]([Cl:19])[cH:17][cH:18]1.